Dataset: the Open Reaction Database (ORD), a public repository of structured organic reaction records. Task: describe an organic reaction: reactants, conditions, products, and yield Starting materials: ClC1=NC(=NC(=C1)CC)C1=CC(=CC=C1)Cl (4-chloro-2-(3-chlorophenyl)-6-ethylpyrimidine), O=C1C=CC(=CN1)CC#N (2-(6-oxo-1,6-dihydropyridin-3-yl)acetonitrile), C([O-])([O-])=O.[K+].[K+] (potassium carbonate). The solvent is CN(C)C=O (DMF). Product: ClC=1C=C(C=CC1)C1=NC(=CC(=N1)OC1=CC=C(C=N1)CC#N)CC (2-(6-((2-(3-chlorophenyl)-6-ethylpyrimidin-4-yl)oxy)pyridin-3-yl)acetonitrile). The yield is 15.8%. As a reaction SMILES: Cl[C:2]1[CH:7]=[C:6]([CH2:8][CH3:9])[N:5]=[C:4]([C:10]2[CH:15]=[CH:14][CH:13]=[C:12]([Cl:16])[CH:11]=2)[N:3]=1.[O:17]=[C:18]1[NH:23][CH:22]=[C:21]([CH2:24][C:25]#[N:26])[CH:20]=[CH:19]1.C(=O)([O-])[O-].[K+].[K+]>CN(C=O)C>[Cl:16][C:12]1[CH:11]=[C:10]([C:4]2[N:3]=[C:2]([O:17][C:18]3[N:23]=[CH:22][C:21]([CH2:24][C:25]#[N:26])=[CH:20][CH:19]=3)[CH:7]=[C:6]([CH2:8][CH3:9])[N:5]=2)[CH:15]=[CH:14][CH:13]=1 |f:2.3.4|. Reported procedure: A solution of 4-chloro-2-(3-chlorophenyl)-6-ethylpyrimidine (0.300 g, 1.19 mmol), 2-(6-oxo-1,6-dihydropyridin-3-yl)acetonitrile (0.239 g, 1.78 mmol), and potassium carbonate (0.246 g, 1.78 mmol) in DMF (3 mL) was heated with microwave irradiation to 120° C. for 1 h. After this time, the reaction was cooled and concentrated. The residue was purified by preparative HPLC (water/acetonitrile with 0.05% TFA) to afford the title compound (0.066 g, 22%). MW=350.80. 1H NMR (CD3OD, 300 MHz) δ 8.51-8.41 (... Starting materials: CO, CCOCC, O=C(O)C=Cc1ccc(I)cc1, C=[N+]=[N-]. Yields the product COC(=O)C=Cc1ccc(I)cc1. As a reaction SMILES: [CH3:16][OH:17].[CH3:18][CH2:19][O:20][CH2:21][CH3:22].[I:1][c:2]1[cH:3][cH:4][c:5]([CH:6]=[CH:7][C:8](=[O:9])[OH:10])[cH:11][cH:12]1.[N+:13](=[N-:14])=[CH2:15]>>[I:1][c:2]1[cH:3][cH:4][c:5]([CH:6]=[CH:7][C:8]([O:9][CH3:15])=[O:10])[cH:11][cH:12]1. Reactants: C(CCC)OC=1C(C(C1NC(CC)(C)C)=O)=O (3-butoxy-4-(1,1-dimethylpropylamino)-cyclobut-3-ene-1,2-dione), NCC1=CC=NC=C1 (4-aminomethylpyridine). Run in O1CCCC1 (tetrahydrofuran). Product: CC(CC)(C)NC=1C(C(C1NCC1=CC=NC=C1)=O)=O (3-(1,1-dimethylpropylamino)-4-[(pyridin-4-ylmethyl)-amino]cyclobut-3-ene-1,2-dione). The yield is 60.9%. As a reaction SMILES: C(O[C:6]1[C:7](=[O:17])[C:8](=[O:16])[C:9]=1[NH:10][C:11]([CH3:15])([CH3:14])[CH2:12][CH3:13])CCC.[NH2:18][CH2:19][C:20]1[CH:25]=[CH:24][N:23]=[CH:22][CH:21]=1>O1CCCC1>[CH3:15][C:11]([NH:10][C:9]1[C:8](=[O:16])[C:7](=[O:17])[C:6]=1[NH:18][CH2:19][C:20]1[CH:25]=[CH:24][N:23]=[CH:22][CH:21]=1)([CH3:14])[CH2:12][CH3:13]. Procedure details: A solution of the above 3-butoxy-4-(1,1-dimethylpropylamino)-cyclobut-3-ene-1,2-dione (1.197 g, 5.0 mmol) and 4-aminomethylpyridine (0.541 g) in tetrahydrofuran (10 mL) was stirred at room temperature for 23 hours. The mixture was freed of solvent and the residue was triturated with diethyl ether and dried to provide 1.154 g of a buff solid. Recrystallization (twice) of the crude product from methanol gave 0.832 g (61%) of 3-(1,1-dimethylpropylamino)-4-[(pyridin-4-ylmethyl)-amino]cyclobut-3-ene-... Reactants: COC(=O)CC[C@@H]1CC[C@H](CC1)N1C(N(CC1)C=1C=NC2=C(CCNCC2)N1)=O (1-[trans-4-[2-(methoxycarbonyl)ethyl]cyclohexyl]-3-(6,7,8,9-tetrahydro-5H-pyrazino[2,3-d]azepin-2-yl)imidazolidin-2-one), C(C1=CC=CC=C1)Cl (benzyl chloride), C(C)N(C(C)C)C(C)C (N-ethyldiisopropylamine), [I-].[Na+] (sodium iodide). The solvent is C(C)#N (acetonitrile). Product: COC(=O)CC[C@@H]1CC[C@H](CC1)N1C(N(CC1)C=1C=NC2=C(CCN(CC2)CC2=CC=CC=C2)N1)=O (1-[trans-4-[2-(Methoxycarbonyl)ethyl]cyclohexyl]-3-(7-benzyl-6,7,8,9-tetrahydro-5H-pyrazino[2,3-d]azepin-2-yl)imidazolidin-2-one). Reaction SMILES: [CH3:1][O:2][C:3]([CH2:5][CH2:6][C@H:7]1[CH2:12][CH2:11][C@H:10]([N:13]2[CH2:17][CH2:16][N:15]([C:18]3[CH:19]=[N:20][C:21]4[CH2:27][CH2:26][NH:25][CH2:24][CH2:23][C:22]=4[N:28]=3)[C:14]2=[O:29])[CH2:9][CH2:8]1)=[O:4].[CH2:30](Cl)[C:31]1[CH:36]=[CH:35][CH:34]=[CH:33][CH:32]=1.C(N(C(C)C)C(C)C)C.[I-].[Na+]>C(#N)C>[CH3:1][O:2][C:3]([CH2:5][CH2:6][C@H:7]1[CH2:8][CH2:9][C@H:10]([N:13]2[CH2:17][CH2:16][N:15]([C:18]3[CH:19]=[N:20][C:21]4[CH2:27][CH2:26][N:25]([CH2:30][C:31]5[CH:36]=[CH:35][CH:34]=[CH:33][CH:32]=5)[CH2:24][CH2:23][C:22]=4[N:28]=3)[C:14]2=[O:29])[CH2:11][CH2:12]1)=[O:4] |f:3.4|. Procedure details: 1.5 g of 1-[trans-4-[2-(methoxycarbonyl)ethyl]cyclohexyl]-3-(6,7,8,9-tetrahydro-5H-pyrazino[2,3-d]azepin-2-yl)imidazolidin-2-one, 480 mg of benzyl chloride, 520 mg of N-ethyldiisopropylamine and 100 mg of sodium iodide are heated under reflux in 20 ml of acetonitrile for 1 hour. The mixture is cooled, and the solid is filtered off with suction and purified by chromatography on an alumina column with methylene chloride/methanol (99:1).